From a dataset of the Open Reaction Database (ORD), a public repository of structured organic reaction records. describe an organic reaction: reactants, conditions, products, and yield The reactants are CCO, Cl, [Na+], [OH-], O, CCOC(=O)c1ccc(NC(=O)c2ccc3c(c2)SCCCC3)cc1. Yields the product O=C(O)c1ccc(NC(=O)c2ccc3c(c2)SCCCC3)cc1. RXN SMILES: [CH3:30][CH2:31][OH:32].[ClH:29].[Na+:28].[OH-:27].[OH2:26].[S:1]1[CH2:2][CH2:3][CH2:4][CH2:5][c:6]2[c:7]1[cH:8][c:9]([C:12](=[O:13])[NH:14][c:15]1[cH:16][cH:17][c:18]([C:19](=[O:20])[O:21][CH2:22][CH3:23])[cH:24][cH:25]1)[cH:10][cH:11]2>>[S:1]1[CH2:2][CH2:3][CH2:4][CH2:5][c:6]2[c:7]1[cH:8][c:9]([C:12](=[O:13])[NH:14][c:15]1[cH:16][cH:17][c:18]([C:19](=[O:20])[OH:21])[cH:24][cH:25]1)[cH:10][cH:11]2. The reactants are COC(=O)c1ccc(C(=CC2CCOCC2)c2cc3cc(F)cnc3n2S(=O)(=O)c2ccccc2)cc1F, CCCC[N+](CCCC)(CCCC)CCCC, [F-], C1CCOC1. Product: COC(=O)c1ccc(C(=CC2CCOCC2)c2cc3cc(F)cnc3[nH]2)cc1F. RXN SMILES: [CH3:1][O:2][C:3]([c:4]1[c:5]([F:37])[cH:6][c:7]([C:10](=[CH:11][CH:12]2[CH2:13][CH2:14][O:15][CH2:16][CH2:17]2)[c:18]2[cH:19][c:20]3[c:21]([n:22][cH:23][c:24]([F:26])[cH:25]3)[n:27]2[S:28]([c:29]2[cH:30][cH:31][cH:32][cH:33][cH:34]2)(=[O:35])=[O:36])[cH:8][cH:9]1)=[O:38].[CH3:40][CH2:41][CH2:42][CH2:43][N+:44]([CH2:45][CH2:46][CH2:47][CH3:48])([CH2:49][CH2:50][CH2:51][CH3:52])[CH2:53][CH2:54][CH2:55][CH3:56].[F-:39].[O:57]1[CH2:58][CH2:59][CH2:60][CH2:61]1>>[CH3:1][O:2][C:3]([c:4]1[c:5]([F:37])[cH:6][c:7]([C:10](=[CH:11][CH:12]2[CH2:13][CH2:14][O:15][CH2:16][CH2:17]2)[c:18]2[cH:19][c:20]3[c:21]([n:22][cH:23][c:24]([F:26])[cH:25]3)[nH:27]2)[cH:8][cH:9]1)=[O:38]. The reactants are C(C(=O)Cl)(=O)Cl (oxalyl chloride), COC1=CC2=C(C=C(O2)C(=O)O)C=C1 (6-methoxy-2-benzofurancarboxylic acid). The reagents and catalysts are CN(C=O)C (N,N-dimethylformamide). Run in O1CCCC1 (tetrahydrofuran). Conditions: time 5 minute. The product is COC1=CC2=C(C=C(O2)C(=O)Cl)C=C1 (6-methoxy-2-benzofurancarbonyl chloride). As a reaction SMILES: [CH3:1][O:2][C:3]1[CH:14]=[CH:13][C:6]2[CH:7]=[C:8]([C:10](O)=[O:11])[O:9][C:5]=2[CH:4]=1.C(Cl)(=O)C([Cl:18])=O>O1CCCC1.CN(C)C=O>[CH3:1][O:2][C:3]1[CH:14]=[CH:13][C:6]2[CH:7]=[C:8]([C:10]([Cl:18])=[O:11])[O:9][C:5]=2[CH:4]=1. Reported procedure: To a stirred solution of 6.0 g (0,031 mole) of 6-methoxy-2-benzofurancarboxylic acid (A. McGookin, A. Robertson, and W. B. Whalley, J. Chem. Soc. 787 (1940)) in 100 ml of tetrahydrofuran (under a nitrogen atmosphere) was added in one portion, 3.3 ml (4.8 g; 0,038 mole) of oxalyl chloride. The mixture was stirred for 5 minutes, then treated with 3 drops of N,N-dimethylformamide. After stirring at room temperature for 2 hours, the solvent was evaporated to leave a residue of crude 6-methoxy-2-benz... The reactants are O (water), [OH-].[Na+] (sodium hydroxide), [H-].[Al+3].[Li+].[H-].[H-].[H-] (lithium aluminum hydride), CC(C)[C@H]1C(NC(N1)=O)=O ((5S)-5-(propan-2-yl)imidazolidine-2,4-dione). Run in C(C)O (ethanol), C1CCOC1 (THF), C(C)OCC (diethyl ether). Run at time 8 hour. The product is CC(C)[C@@H]1NC(NC1)=O ((4S)-4-(propan-2-yl)imidazolidin-2-one). The yield is 32.9%. RXN SMILES: [H-].[Al+3].[Li+].[H-].[H-].[H-].[CH3:7][CH:8]([C@@H:10]1[NH:14][C:13](=[O:15])[NH:12][C:11]1=O)[CH3:9].O.[OH-].[Na+]>C(OCC)C.C(O)C.C1COCC1>[CH3:7][CH:8]([C@H:10]1[CH2:11][NH:12][C:13](=[O:15])[NH:14]1)[CH3:9] |f:0.1.2.3.4.5,8.9|. Procedure details: To a suspension of lithium aluminum hydride (290 mg) in diethyl ether (20 mL) was added (5S)-5-(propan-2-yl)imidazolidine-2,4-dione (540 mg) while cooling in ice, and the mixture was stirred at room temperature overnight. After cooling in ice, water (1 mL), 4M aqueous sodium hydroxide solution (1 mL), THF (15 mL) and ethanol (2 mL) were added thereto, and the resulting mixture was stirred at room temperature for 10 min. After filtration through Celite (registered trademark), the filtrate was con... The reactants are Cl.N1CC(CC1)C(=O)OC (methyl pyrrolidine-3-carboxylate hydrochloride), C(=O)([O-])[O-].[K+].[K+] (K2CO3), C1CCOC1.O (THF water), C(OCC1=CC=CC=C1)(=O)Cl (benzyl carbonochloridate). Conditions: time 2 hour. Reaction SMILES: Cl.[NH:2]1[CH2:6][CH2:5][CH:4]([C:7]([O:9][CH3:10])=[O:8])[CH2:3]1.C([O-])([O-])=O.[K+].[K+].C1COCC1.O.[C:23](Cl)(=[O:32])[O:24][CH2:25][C:26]1[CH:31]=[CH:30][CH:29]=[CH:28][CH:27]=1>CCOCC>[N:2]1([C:23]([O:24][CH2:25][C:26]2[CH:31]=[CH:30][CH:29]=[CH:28][CH:27]=2)=[O:32])[CH2:6][CH2:5][CH:4]([C:7]([O:9][CH3:10])=[O:8])[CH2:3]1 |f:0.1,2.3.4,5.6|. The product is N1(CC(CC1)C(=O)OC)C(=O)OCC1=CC=CC=C1 (1-benzyl 3-methyl pyrrolidine-1,3-dicarboxylate). The solvent is CCOCC (Ether). The yield is 54.3%. Procedure: To methyl pyrrolidine-3-carboxylate hydrochloride (4.00 g, 24.15 mmol) and K2CO3 (6.68 g, 48.3 mmol) in 1:1 THF-water (100 mL) was added benzyl carbonochloridate (3.57 mL, 25.36 mmol) at 0° C. The reaction mixture was stirred at room temperature for 2 hours. Ether (50 mL) was added. The organic layer was separated, washed with brine and dried over sodium sulfate. After removal of the solvent, the residue was purified by chromatography (hexane:ethyl acetate 3:1) to give 1-benzyl 3-methyl pyrrolid... The reactants are C(CO)(=O)OC (methyl glycolate), C(Cl)Cl (methylene chloride), [H-].[Na+] (sodium hydride), CSC=1N=C(C2=C(N1)N(C(=C2)CC)CC2=CC(=CC=C2)F)Cl (2-(methylthio)-4-chloro-6-ethyl-7-[(3-fluorophenyl)methyl]-7H-pyrrolo[2,3-d]pyrimidine). The solvent is C1=CC=CC=C1 (benzene), C1=CC=CC=C1 (benzene). Conditions: temperature 57 celsius, time 2 day. The product is COC(COC=1C2=C(N=C(N1)SC)N(C(=C2)CC)CC2=CC(=CC=C2)F)=O ([[2-(methylthio)-6-ethyl-7-[(3-fluorophenyl)methyl]-7H-pyrrolo[2,3-d]pyrimidin-4-yl]oxy]acetic acid methyl ester). Yield: 47.5%. RXN SMILES: [H-].[Na+].[C:3]([O:7][CH3:8])(=[O:6])[CH2:4][OH:5].[CH3:9][S:10][C:11]1[N:12]=[C:13](Cl)[C:14]2[CH:19]=[C:18]([CH2:20][CH3:21])[N:17]([CH2:22][C:23]3[CH:28]=[CH:27][CH:26]=[C:25]([F:29])[CH:24]=3)[C:15]=2[N:16]=1.C(Cl)Cl>C1C=CC=CC=1>[CH3:8][O:7][C:3](=[O:6])[CH2:4][O:5][C:13]1[C:14]2[CH:19]=[C:18]([CH2:20][CH3:21])[N:17]([CH2:22][C:23]3[CH:28]=[CH:27][CH:26]=[C:25]([F:29])[CH:24]=3)[C:15]=2[N:16]=[C:11]([S:10][CH3:9])[N:12]=1 |f:0.1|. Procedure: To a suspension of 82 mg (3.43 mmol) of sodium hydride in 4 mL of benzene was added 315 mg (3.43 mmol) of methyl glycolate and a solution of 384 mg (1.14 mmol) of 2-(methylthio)-4-chloro-6-ethyl-7-[(3-fluorophenyl)methyl]-7H-pyrrolo[2,3-d]pyrimidine in 4 ml of benzene. The mixture was heated at 57° C. and monitored by TLC (silica, methylene chloride) for conversion to product. After 2 days, the reaction was cooled to ambient temperature and partitioned by the addition of 15 mL of 2 M sodium hydr...